Dataset: the Open Reaction Database (ORD), a public repository of structured organic reaction records. Task: describe an organic reaction: reactants, conditions, products, and yield The reactants are O=C(O)c1cc(OCc2ccccc2)c2c(Cl)cc(Cl)cc2n1, OCCN1CCCC1, O=S(Cl)Cl. Product: O=C(OCCN1CCCC1)c1cc(OCc2ccccc2)c2c(Cl)cc(Cl)cc2n1. As a reaction SMILES: [CH2:1]([c:2]1[cH:3][cH:4][cH:5][cH:6][cH:7]1)[O:8][c:9]1[cH:10][c:11]([C:21](=[O:22])[OH:23])[n:12][c:13]2[cH:14][c:15]([Cl:20])[cH:16][c:17]([Cl:19])[c:18]12.[OH:24][CH2:25][CH2:26][N:27]1[CH2:28][CH2:29][CH2:30][CH2:31]1.[S:32]([Cl:33])([Cl:34])=[O:35]>>[CH2:1]([c:2]1[cH:3][cH:4][cH:5][cH:6][cH:7]1)[O:8][c:9]1[cH:10][c:11]([C:21](=[O:22])[O:23][CH2:25][CH2:26][N:27]2[CH2:28][CH2:29][CH2:30][CH2:31]2)[n:12][c:13]2[cH:14][c:15]([Cl:20])[cH:16][c:17]([Cl:19])[c:18]12.